From a dataset of the Open Reaction Database (ORD), a public repository of structured organic reaction records. describe an organic reaction: reactants, conditions, products, and yield Reactants: C1(=CC=C(C=C1)C(=O)NC1=CC=C(C(=O)OC)C=C1)C1=CC=CC=C1 (methyl 4-(4-biphenylylcarbonylamino)benzoate), CO (methanol), [OH-].[Na+] (sodium hydroxide). The solvent is C1CCOC1 (THF), Cl (hydrochloric acid). Conditions: time 18 hour. Yields the product C1(=CC=C(C=C1)C(=O)NC1=CC=C(C(=O)O)C=C1)C1=CC=CC=C1 (4-(4-Biphenylylcarbonylamino)benzoic Acid). Yield: 92.0%. As a reaction SMILES: [C:1]1([C:20]2[CH:25]=[CH:24][CH:23]=[CH:22][CH:21]=2)[CH:6]=[CH:5][C:4]([C:7]([NH:9][C:10]2[CH:19]=[CH:18][C:13]([C:14]([O:16]C)=[O:15])=[CH:12][CH:11]=2)=[O:8])=[CH:3][CH:2]=1.CO.[OH-].[Na+]>C1COCC1.Cl>[C:1]1([C:20]2[CH:21]=[CH:22][CH:23]=[CH:24][CH:25]=2)[CH:6]=[CH:5][C:4]([C:7]([NH:9][C:10]2[CH:19]=[CH:18][C:13]([C:14]([OH:16])=[O:15])=[CH:12][CH:11]=2)=[O:8])=[CH:3][CH:2]=1 |f:2.3|. Procedure: To a solution of methyl 4-(4-biphenylylcarbonylamino)benzoate (1.998 g) in THF (60 ml)/methanol (20 ml) was added 1N aqueous sodium hydroxide (8 ml) and stirring was continued at room temperature for 18 hr. The reaction mixture was diluted with 1 N hydrochloric acid (10 ml) and extracted with ethyl acetate. The organic layer was washed with water and saturated aqueous sodium chloride sequentially, dried, and concentrated. The resulting crude crystals were washed with diethyl ether to obtain the ... The reactants are COC1=CC2=C(CC(N(CC2)CCCN(CCC2=CC=C(C=C2)N)C)=O)C=C1OC (1-[7,8-dimethoxy-1,3,4,5-tetrahydro-2H-3-benzazepin-2-on-3-yl]-3-[N-methyl-N-(2{4-amino-phenyl}-ethyl)-amino]-propane), Cl (hydrochloric acid), N(=O)[O-].[Na+] (sodium nitrite). Run at temperature 55 celsius. Product: Cl.Cl.COC1=CC2=C(CC(N(CC2)CCCN(CCC2=CC=C(C=C2)Cl)C)=O)C=C1OC (1-[7,8-Dimethoxy-1,3,4,5-tetrahydro-2-H-3-benzazepin-2-on-3-yl]-3-[N-methyl-N-(2-{4-chloro-phenyl}-ethyl)amino]-propane dihydrochloride). As a reaction SMILES: [CH3:1][O:2][C:3]1[C:28]([O:29][CH3:30])=[CH:27][C:6]2[CH2:7][C:8](=[O:26])[N:9]([CH2:12][CH2:13][CH2:14][N:15]([CH3:25])[CH2:16][CH2:17][C:18]3[CH:23]=[CH:22][C:21](N)=[CH:20][CH:19]=3)[CH2:10][CH2:11][C:5]=2[CH:4]=1.N([O-])=O.[Na+].[ClH:35]>>[ClH:35].[ClH:35].[CH3:1][O:2][C:3]1[C:28]([O:29][CH3:30])=[CH:27][C:6]2[CH2:7][C:8](=[O:26])[N:9]([CH2:12][CH2:13][CH2:14][N:15]([CH3:25])[CH2:16][CH2:17][C:18]3[CH:23]=[CH:22][C:21]([Cl:35])=[CH:20][CH:19]=3)[CH2:10][CH2:11][C:5]=2[CH:4]=1 |f:1.2,4.5.6|. Procedure: 1.01 gm (0.00245 mol) of 1-[7,8-dimethoxy-1,3,4,5-tetrahydro-2H-3-benzazepin-2-on-3-yl]-3-[N-methyl-N-(2{4-amino-phenyl}-ethyl)-amino]-propane were dissolved in 5 ml of semi-concentrated hydrochloric acid, and the solution was diazotized with 0.17 gm (0.00245 of sodium nitrite. Subsequently, the solution was stirred at 55° C. until no more nitrogen escaped. The solution was made weakly alkline and extracted with methylene chloride. After drying and evaporating in vacuo, the residueal oil was pur... Reactants: C(CCC)OC(=O)C=1NC2=C(C=CC=C2C1)OCC1=CC=CC=C1 (7-benzyloxyindole-2-carboxylic acid n-butyl ester). Run in CO (methanol). The product is C(CCC)OC(=O)C=1NC2=C(C=CC=C2C1)O (7-hydroxyindole-2-carboxylic acid n-butyl ester). Yield: 76.5%. As a reaction SMILES: [CH2:1]([O:5][C:6]([C:8]1[NH:9][C:10]2[C:15]([CH:16]=1)=[CH:14][CH:13]=[CH:12][C:11]=2[O:17]CC1C=CC=CC=1)=[O:7])[CH2:2][CH2:3][CH3:4]>CO>[CH2:1]([O:5][C:6]([C:8]1[NH:9][C:10]2[C:15]([CH:16]=1)=[CH:14][CH:13]=[CH:12][C:11]=2[OH:17])=[O:7])[CH2:2][CH2:3][CH3:4]. Procedure: Under the conditions of Example 14(C), a solution of 5.8 g of 7-benzyloxyindole-2-carboxylic acid n-butyl ester in 200 ml of methanol is hydrogenated and worked up, thus obtaining 3.2 g of 7-hydroxyindole-2-carboxylic acid n-butyl ester, mp 150°-151° C. Starting materials: [Li]CCCC (nBuLi), BrC=1N=C(OC1SC1=CC=C(C=C1)Cl)C1CCOCC1 (4-bromo-5-[(4-chlorophenyl)sulfanyl]-2-(tetrahydro-2H-pyran-4-yl)-1,3-oxazole), CN(C)C=O (DMF). The solvent is C1CCOC1 (THF). Conditions: temperature -78 celsius, time 5 minute. Product: ClC1=CC=C(C=C1)SC1=C(N=C(O1)C1CCOCC1)C=O (5-[(4-chlorophenyl)sulfanyl]-2-(tetrahydro-2H-pyran-4-yl)-1,3-oxazole-4-carbaldehyde). Yield: 118.6%. As a reaction SMILES: Br[C:2]1[N:3]=[C:4]([CH:15]2[CH2:20][CH2:19][O:18][CH2:17][CH2:16]2)[O:5][C:6]=1[S:7][C:8]1[CH:13]=[CH:12][C:11]([Cl:14])=[CH:10][CH:9]=1.[Li]CCCC.CN([CH:29]=[O:30])C>C1COCC1>[Cl:14][C:11]1[CH:12]=[CH:13][C:8]([S:7][C:6]2[O:5][C:4]([CH:15]3[CH2:20][CH2:19][O:18][CH2:17][CH2:16]3)=[N:3][C:2]=2[CH:29]=[O:30])=[CH:9][CH:10]=1. Procedure details: To a dry flask was added 4-bromo-5-[(4-chlorophenyl)sulfanyl]-2-(tetrahydro-2H-pyran-4-yl)-1,3-oxazole (810 mg, 2.162 mmol) and THF (21.6 mL), and the reaction mixture was cooled to 78° C. nBuLi (1.486 mL, 2.378 mmol) was added slowly and the reaction mixture was stirred at −78° C. for 5 min. DMF (0.837 mL, 10.81 mmol) was added and the reaction mixture was stirred at −78° C. for 10 min, quenched with water, allowed to warm to RT. The reaction mixture was extracted with EtOAc, washed with 3M LiC... Reactants: O=C[C@H](O)[C@@H](O)[C@H](O)[C@H](O)CO (glucose), S(=O)(=O)([O-])[O-].[NH4+].[NH4+] (ammonium sulfate), OP(=O)(O)[O-].[K+] (KH2PO4), MgSO4.7H2O, FeSO4.7H2O, CC1=C(SC=[N+]1CC=2C=NC(=NC2N)C)CCO.Cl.[Cl-] (VB1), OC(=O)CCCC[C@@H]1SC[C@@H]2NC(=O)N[C@H]12 (Biotin), [OH-].[K+] (KOH), C([O-])([O-])=O.[Ca+2] (calcium carbonate). The reagents and catalysts are [O-]S(=O)(=O)[O-].[Mn+2] (MnSO4). Reaction conditions: temperature 31.5 celsius. Product: N[C@@H](CCC(=O)O)C(=O)O (L-glutamic acid), OC(=O)CCCC[C@@H]1SC[C@@H]2NC(=O)N[C@H]12 (biotin). RXN SMILES: O=C[C@@H]([C@H]([C@@H]([C@@H](CO)O)O)O)O.S([O-])([O-])(=O)=O.[NH4+].[NH4+].OP([O-])(O)=O.[K+].CC1[N+:31](CC2C=NC(C)=NC=2N)=CSC=1CCO.Cl.[Cl-].[OH:46][C:47]([CH2:49][CH2:50][CH2:51][CH2:52][C@H:53]1[C@@H:61]2[C@@H:56]([NH:57][C:58]([NH:60]2)=[O:59])[CH2:55][S:54]1)=[O:48].[OH-].[K+].[C:64](=[O:67])([O-:66])[O-].[Ca+2]>[O-]S([O-])(=O)=O.[Mn+2]>[NH2:31][C@H:49]([C:47]([OH:46])=[O:48])[CH2:50][CH2:51][C:64]([OH:66])=[O:67].[OH:48][C:47]([CH2:49][CH2:50][CH2:51][CH2:52][C@H:53]1[C@@H:61]2[C@@H:56]([NH:57][C:58]([NH:60]2)=[O:59])[CH2:55][S:54]1)=[O:46] |f:1.2.3,4.5,6.7.8,10.11,12.13,14.15|. Reported procedure: The single cross-over recombinant thus obtained was named 2A-1 strain. The wild-type 13869 strain and 2A-1 strain were inoculated in 20 ml of a flask medium (30 g/l glucose, 15 g/l ammonium sulfate, 1 g/l KH2PO4, 0.4 g/l MgSO4.7H2O, 0.01 g/l FeSO4.7H2O, 0.01 g/l MnSO4.4-5H2O, 200 μg/l VB1 (vitamin B1), 300 μg/l Biotin, and 0.48 g/l soybean hydrolysates (T-N: total nitrogen), adjusted to pH 8.0 with KOH: autoclaved at 115° C. for 10 minutes), followed by addition of 1 g of heat-sterilized calcium... The reactants are CC1=CC=C(C=C1)B(O)O (4-methylphenylboronic acid), C([O-])([O-])=O.[Na+].[Na+] (sodium carbonate), C(C1=CC=CC=C1)N1CC2C(=CCC(C2(C1)C(=O)OC)C1=C(C=CC=C1)OC)I (methyl (3aRS,4SR,7aRS)-2-benzyl-7-iodo-4-(2-methoxyphenyl)-2,3,3a,4,5,7a-hexahydro-1H-isoindole-3a-carboxylate). The reagents and catalysts are C=1C=CC(=CC1)[P](C=2C=CC=CC2)(C=3C=CC=CC3)[Pd]([P](C=4C=CC=CC4)(C=5C=CC=CC5)C=6C=CC=CC6)([P](C=7C=CC=CC7)(C=8C=CC=CC8)C=9C=CC=CC9)[P](C=1C=CC=CC1)(C=1C=CC=CC1)C=1C=CC=CC1 (tetrakis(triphenylphosphine)palladium). The solvent is CO (methanol), C1(=CC=CC=C1)C (toluene). Product: C(C1=CC=CC=C1)N1CC2C(=CCC(C2(C1)C(=O)OC)C1=C(C=CC=C1)OC)C1=CC=C(C=C1)C (methyl (3aRS,4SR,7aRS)-2-benzyl-4-(2-methoxyphenyl)-7-(4-methylphenyl)-2,3,3a,4,5,7a-hexahydro-1H-isoindole-3a-carboxylate). Yield: 95.0%. As a reaction SMILES: [CH3:1][C:2]1[CH:7]=[CH:6][C:5](B(O)O)=[CH:4][CH:3]=1.C(=O)([O-])[O-].[Na+].[Na+].[CH2:17]([N:24]1[CH2:32][C:31]2([C:33]([O:35][CH3:36])=[O:34])[CH:26]([C:27](I)=[CH:28][CH2:29][CH:30]2[C:37]2[CH:42]=[CH:41][CH:40]=[CH:39][C:38]=2[O:43][CH3:44])[CH2:25]1)[C:18]1[CH:23]=[CH:22][CH:21]=[CH:20][CH:19]=1>CO.C1(C)C=CC=CC=1.C1C=CC([P]([Pd]([P](C2C=CC=CC=2)(C2C=CC=CC=2)C2C=CC=CC=2)([P](C2C=CC=CC=2)(C2C=CC=CC=2)C2C=CC=CC=2)[P](C2C=CC=CC=2)(C2C=CC=CC=2)C2C=CC=CC=2)(C2C=CC=CC=2)C2C=CC=CC=2)=CC=1>[CH2:17]([N:24]1[CH2:32][C:31]2([C:33]([O:35][CH3:36])=[O:34])[CH:26]([C:27]([C:5]3[CH:6]=[CH:7][C:2]([CH3:1])=[CH:3][CH:4]=3)=[CH:28][CH2:29][CH:30]2[C:37]2[CH:42]=[CH:41][CH:40]=[CH:39][C:38]=2[O:43][CH3:44])[CH2:25]1)[C:18]1[CH:23]=[CH:22][CH:21]=[CH:20][CH:19]=1 |f:1.2.3,^1:58,60,79,98|. Procedure: A solution of 0.41 g (2.99 mmol) of 4-methylphenylboronic acid in 13 cm3 of methanol and 30 cm3 of a 2N aqueous sodium carbonate solution were successively added to a solution of 1.37 g (2.7 mmol) of methyl (3aRS,4SR,7aRS)-2-benzyl-7-iodo-4-(2-methoxyphenyl)-2,3,3a,4,5,7a-hexahydro-1H-isoindole-3a-carboxylate and of 0.15 g (0.13 mmol) of tetrakis(triphenylphosphine)palladium in 30 cm3 of toluene and then the mixture was brought to reflux for two hours. After returning to a temperature in the reg... Starting materials: CN(C=1C=C(C=2N(C3=CC=C(C=C3SC2C1)Br)C(=O)OC(C)(C)C)F)C (3-dimethylamino-1-fluoro-7-bromo-10-Boc-phenothiazine), C1(=CC=CC=C1)C (toluene), C=1C=CC(=CC1)P(C=2C=CC=CC2)C3=CC=C4C=CC=CC4=C3C5=C6C=CC=CC6=CC=C5P(C=7C=CC=CC7)C=8C=CC=CC8 (BINAP), C(=O)([O-])[O-].[Cs+].[Cs+] (Cs2CO3), N1CCOCC1 (morpholine). Product: CN(C=1C=C(C=2N(C3=CC=C(C=C3SC2C1)N1CCOCC1)C(=O)OC(C)(C)C)F)C (3-Dimethylamino-7-morpholino-1-fluoro-10-Boc-phenothiazine). As a reaction SMILES: [CH3:1][N:2]([CH3:26])[C:3]1[CH:4]=[C:5]([F:25])[C:6]2[N:7]([C:18]([O:20][C:21]([CH3:24])([CH3:23])[CH3:22])=[O:19])[C:8]3[C:13]([S:14][C:15]=2[CH:16]=1)=[CH:12][C:11](Br)=[CH:10][CH:9]=3.C1(C)C=CC=CC=1.C1C=CC(P(C2C(C3C(P(C4C=CC=CC=4)C4C=CC=CC=4)=CC=C4C=3C=CC=C4)=C3C(C=CC=C3)=CC=2)C2C=CC=CC=2)=CC=1.C([O-])([O-])=O.[Cs+].[Cs+].[NH:86]1[CH2:91][CH2:90][O:89][CH2:88][CH2:87]1>>[CH3:1][N:2]([CH3:26])[C:3]1[CH:4]=[C:5]([F:25])[C:6]2[N:7]([C:18]([O:20][C:21]([CH3:24])([CH3:23])[CH3:22])=[O:19])[C:8]3[C:13]([S:14][C:15]=2[CH:16]=1)=[CH:12][C:11]([N:86]1[CH2:91][CH2:90][O:89][CH2:88][CH2:87]1)=[CH:10][CH:9]=3 |f:3.4.5|. Procedure details: To a stirred solution of 3-dimethylamino-1-fluoro-7-bromo-10-Boc-phenothiazine (14) (200 mg, 0.45 mmol) in toluene (10 mL) Pd(dba)2 (14.4 mg, 0.025 mmol), BINAP (10.9 mg, 0.018 mmol), Cs2CO3 (326 mg, 1.0 mmol) and morpholine (87 mg, 1.0 mmol) were added. The mixture was refluxed for 24 h. After that reaction mixture was filtered, solvent was removed under vacuum. Product was used without additional purification. Product: C(C)N1C=C(C(C2=CC(=C(C=C12)N1CC(NCC1)C=1SC=C(C1)C)F)=O)C(=O)O (1-Ethyl-6-fluoro-1,4-dihydro-7-[3-(4-methyl-2-thienyl)-1-piperazinyl]-4-oxo-3-quinolinecarboxylic acid). Reactants: CC=1C=C(SC1)C1NCCNC1 (2-(4-methyl-2-thienyl)piperazine), ClC1=C(C=C2C(C(=CN(C2=C1)CC)C(=O)O)=O)F (7-chloro-1-ethyl-6-fluoro-1,4-dihydro-4-oxo-3-quinolinecarboxylic acid). RXN SMILES: [CH3:1][C:2]1[CH:3]=[C:4]([CH:7]2[CH2:12][NH:11][CH2:10][CH2:9][NH:8]2)[S:5][CH:6]=1.Cl[C:14]1[CH:23]=[C:22]2[C:17]([C:18](=[O:29])[C:19]([C:26]([OH:28])=[O:27])=[CH:20][N:21]2[CH2:24][CH3:25])=[CH:16][C:15]=1[F:30]>N1C=CC=CC=1>[CH2:24]([N:21]1[C:22]2[C:17](=[CH:16][C:15]([F:30])=[C:14]([N:11]3[CH2:10][CH2:9][NH:8][CH:7]([C:4]4[S:5][CH:6]=[C:2]([CH3:1])[CH:3]=4)[CH2:12]3)[CH:23]=2)[C:18](=[O:29])[C:19]([C:26]([OH:28])=[O:27])=[CH:20]1)[CH3:25]. Run in N1=CC=CC=C1 (pyridine). Procedure details: A mixture of 10.92 g of 2-(4-methyl-2-thienyl)piperazine and 5.38 g of 7-chloro-1-ethyl-6-fluoro-1,4-dihydro-4-oxo-3-quinolinecarboxylic acid in 30 ml of pyridine was heated at reflux under argon for 18 hours, then allowed to cool and the solvent removed. The residue was triturated with methanol and ether, then filtered and dried, giving 2 g of the desired product, mp 230° C. Yield: 24.1%. The reactants are CCCC[N+](CCCC)(CCCC)CCCC, [F-], CC1(C)C(=O)NC(=O)N1CCNc1ncc(Br)c(-c2cc(CCO[Si](C)(C)C(C)(C)C)c(Cc3ccc(F)cc3)s2)n1, C1CCOC1, O. Product: CC1(C)C(=O)NC(=O)N1CCNc1ncc(Br)c(-c2cc(CCO)c(Cc3ccc(F)cc3)s2)n1. Reaction SMILES: [CH3:2][CH2:3][CH2:4][CH2:5][N+:6]([CH2:7][CH2:8][CH2:9][CH3:10])([CH2:11][CH2:12][CH2:13][CH3:14])[CH2:15][CH2:16][CH2:17][CH3:18].[F-:1].[F:19][c:20]1[cH:21][cH:22][c:23]([CH2:24][c:25]2[c:26]([CH2:49][CH2:50][O:51][Si:52]([C:53]([CH3:54])([CH3:55])[CH3:56])([CH3:57])[CH3:58])[cH:27][c:28](-[c:30]3[n:31][c:32]([NH:37][CH2:38][CH2:39][N:40]4[C:41](=[O:48])[NH:42][C:43](=[O:47])[C:44]4([CH3:45])[CH3:46])[n:33][cH:34][c:35]3[Br:36])[s:29]2)[cH:59][cH:60]1.[O:62]1[CH2:63][CH2:64][CH2:65][CH2:66]1.[OH2:61]>>[F:19][c:20]1[cH:21][cH:22][c:23]([CH2:24][c:25]2[c:26]([CH2:49][CH2:50][OH:51])[cH:27][c:28](-[c:30]3[n:31][c:32]([NH:37][CH2:38][CH2:39][N:40]4[C:41](=[O:48])[NH:42][C:43](=[O:47])[C:44]4([CH3:45])[CH3:46])[n:33][cH:34][c:35]3[Br:36])[s:29]2)[cH:59][cH:60]1.